Dataset: the Open Reaction Database (ORD), a public repository of structured organic reaction records. Task: describe an organic reaction: reactants, conditions, products, and yield The reactants are CSC=1C=CC2=C(C(=NCC=3N2C(=NN3)CCl)C3=CC=CC=C3)C1 (8-(methylthio)-1-(chloromethyl)-6-phenyl-4H-s-triazolo[4,3-a][1,4]benzodiazepine), [I-].[K+] (potassium iodide), C(C=C)N (allylamine). The solvent is O1CCCC1 (tetrahydrofuran). The product is CSC=1C=CC2=C(C(=NCC=3N2C(=NN3)CNCC=C)C3=CC=CC=C3)C1 (8-(methylthio)-1-[(allylamino)-methyl]-6-phenyl-4H-s-triazolo[4,3-a][1,4]benzodiazepine). Reaction SMILES: [CH3:1][S:2][C:3]1[CH:4]=[CH:5][C:6]2[N:12]3[C:13]([CH2:16]Cl)=[N:14][N:15]=[C:11]3[CH2:10][N:9]=[C:8]([C:18]3[CH:23]=[CH:22][CH:21]=[CH:20][CH:19]=3)[C:7]=2[CH:24]=1.[I-].[K+].[CH2:27]([NH2:30])[CH:28]=[CH2:29]>O1CCCC1>[CH3:1][S:2][C:3]1[CH:4]=[CH:5][C:6]2[N:12]3[C:13]([CH2:16][NH:30][CH2:27][CH:28]=[CH2:29])=[N:14][N:15]=[C:11]3[CH2:10][N:9]=[C:8]([C:18]3[CH:23]=[CH:22][CH:21]=[CH:20][CH:19]=3)[C:7]=2[CH:24]=1 |f:1.2|. Reported procedure: In the manner given in Example 31, 8-(methylthio)-1-(chloromethyl)-6-phenyl-4H-s-triazolo[4,3-a][1,4]benzodiazepine, potassium iodide and allylamine in tetrahydrofuran are reacted to give 8-(methylthio)-1-[(allylamino)-methyl]-6-phenyl-4H-s-triazolo[4,3-a][1,4]benzodiazepine. Starting materials: [H-].[Al+3].[Li+].[H-].[H-].[H-] (lithium aluminum hydride), FC(C(=O)OC)(C1=CC=CC=C1)F (methyl difluorophenylethanoate). Solvent: C1CCOC1 (THF). Run at time 45 minute. Yields the product FC(CO)(C1=CC=CC=C1)F (2,2-Difluoro-2-phenyl-ethanol). The yield is 98.0%. Reaction SMILES: [H-].[Al+3].[Li+].[H-].[H-].[H-].[F:7][C:8]([F:19])([C:13]1[CH:18]=[CH:17][CH:16]=[CH:15][CH:14]=1)[C:9](OC)=[O:10]>C1COCC1>[F:7][C:8]([F:19])([C:13]1[CH:14]=[CH:15][CH:16]=[CH:17][CH:18]=1)[CH2:9][OH:10] |f:0.1.2.3.4.5|. Procedure details: Add lithium aluminum hydride (5.18 mL, 5.18 mmol, 1M solution in THF) to a solution of methyl difluorophenylethanoate (0.964 g, 5.18 mmol, prepared by following the procedure described in J. Org. Chem. 1995, 60, 5174-5179) in anhydrous THF (10 mL) at 0° C. Stir the mixture at room temperature for 45 min. Cool to 0° C. and quench with EtOAc and then water. Separate the organic phase and extract twice the aqueous phase with EtOAc. Dry the combined organic extracts over Na2SO4, filter and concentra... Starting materials: O[C@@H]([C@@H](OC1=CC=C(C=C1)B(O)O)C)CCC=1C=NC=CC1 ((1S,2R)-4-(2-Hydroxy-1-methyl-4-pyridin-3-ylbutoxy)benzeneboronic acid), BrC1=CC(=C(C#N)C=C1)F (4-bromo-2-fluorobenzonitrile), C([O-])([O-])=O.[Na+].[Na+] (sodium carbonate). The reagents and catalysts are C=1C=CC(=CC1)[P](C=2C=CC=CC2)(C=3C=CC=CC3)[Pd]([P](C=4C=CC=CC4)(C=5C=CC=CC5)C=6C=CC=CC6)([P](C=7C=CC=CC7)(C=8C=CC=CC8)C=9C=CC=CC9)[P](C=1C=CC=CC1)(C=1C=CC=CC1)C=1C=CC=CC1 (tetrakis(triphenylphosphine)palladium). Solvent: C(C)O (ethanol). Reaction conditions: temperature 90 celsius. The product is FC=1C=C(C=CC1C#N)C1=CC=C(C=C1)O[C@H]([C@@H](CCC=1C=NC=CC1)O)C ((1S,2R)-3-Fluoro-4′-(2-hydroxy-1-methyl-4-pyridin-3-yl-butoxy)-biphenyl-4-carbonitrile). The yield is 56.0%. Reaction SMILES: [OH:1][C@H:2]([CH2:15][CH2:16][C:17]1[CH:18]=[N:19][CH:20]=[CH:21][CH:22]=1)[C@H:3]([CH3:14])[O:4][C:5]1[CH:10]=[CH:9][C:8](B(O)O)=[CH:7][CH:6]=1.Br[C:24]1[CH:31]=[CH:30][C:27]([C:28]#[N:29])=[C:26]([F:32])[CH:25]=1.C(=O)([O-])[O-].[Na+].[Na+]>C(O)C.C1C=CC([P]([Pd]([P](C2C=CC=CC=2)(C2C=CC=CC=2)C2C=CC=CC=2)([P](C2C=CC=CC=2)(C2C=CC=CC=2)C2C=CC=CC=2)[P](C2C=CC=CC=2)(C2C=CC=CC=2)C2C=CC=CC=2)(C2C=CC=CC=2)C2C=CC=CC=2)=CC=1>[F:32][C:26]1[CH:25]=[C:24]([C:8]2[CH:9]=[CH:10][C:5]([O:4][C@@H:3]([CH3:14])[C@H:2]([OH:1])[CH2:15][CH2:16][C:17]3[CH:18]=[N:19][CH:20]=[CH:21][CH:22]=3)=[CH:6][CH:7]=2)[CH:31]=[CH:30][C:27]=1[C:28]#[N:29] |f:2.3.4,^1:45,47,66,85|. Procedure: Prepared according to the method described in Example 12b) from (1S,2R)-4-(2-hydroxy-1-methyl-4-pyridin-3-ylbutoxy)benzeneboronic acid (0.20 g, Example 33), 4-bromo-2-fluorobenzonitrile (0.16 g), 2M aqueous sodium carbonate (0.76 ml) and tetrakis(triphenylphosphine)palladium (0) (0.03 g) in ethanol (3 ml) with heating at 90° C. for 4 hours. After work up, the residue was purified by normal-phase HPLC eluting with a gradient of 0-25% ethanol in dichloromethane to give the title compound as a gum ...